From a dataset of the Open Reaction Database (ORD), a public repository of structured organic reaction records. describe an organic reaction: reactants, conditions, products, and yield Reactants: BrCC(=O)OC (methyl 2-bromoacetate), [H-].[Na+] (Sodium hydride), FC=1C=C(C=CC1C=1SC2=NC(=CC=C2N1)C1(CC1)C1=CC=CC=C1)CO ((3-fluoro-4-(5-(1-phenylcyclopropyl)thiazolo[5,4-b]pyridin-2-yl)phenyl)methanol), BrCC(=O)OC (methyl 2-bromoacetate). Solvent: CN(C)C=O (DMF). Run at time 15 minute. Yields the product FC=1C=C(COCC(=O)OC)C=CC1C=1SC2=NC(=CC=C2N1)C1(CC1)C1=CC=CC=C1 (methyl 2-(3-fluoro-4-(5-(1-phenylcyclopropyl)thiazolo[5,4-b]pyridin-2-yl)benzyloxy)acetate). As a reaction SMILES: [H-].[Na+].[F:3][C:4]1[CH:5]=[C:6]([CH2:28][OH:29])[CH:7]=[CH:8][C:9]=1[C:10]1[S:11][C:12]2[C:17]([N:18]=1)=[CH:16][CH:15]=[C:14]([C:19]1([C:22]3[CH:27]=[CH:26][CH:25]=[CH:24][CH:23]=3)[CH2:21][CH2:20]1)[N:13]=2.Br[CH2:31][C:32]([O:34][CH3:35])=[O:33]>CN(C=O)C>[F:3][C:4]1[CH:5]=[C:6]([CH:7]=[CH:8][C:9]=1[C:10]1[S:11][C:12]2[C:17]([N:18]=1)=[CH:16][CH:15]=[C:14]([C:19]1([C:22]3[CH:23]=[CH:24][CH:25]=[CH:26][CH:27]=3)[CH2:20][CH2:21]1)[N:13]=2)[CH2:28][O:29][CH2:31][C:32]([O:34][CH3:35])=[O:33] |f:0.1|. Procedure: Sodium hydride (0.015 mL, 0.35 mmol) was added to a light yellow solution of (3-fluoro-4-(5-(1-phenylcyclopropyl)thiazolo[5,4-b]pyridin-2-yl)phenyl)methanol (0.110 g, 0.29 mmol) in DMF (3.00 mL); the color changed to dark brown. The reaction mixture was treated with methyl 2-bromoacetate (0.032 mL, 0.35 mmol), and the color changed to green, then yellow, and then became cloudy. After 15 min, additional methyl 2-bromoacetate (0.032 mL, 0.35 mmol) was added, and after 15 min, the reaction mixture ... Starting materials: BrC=1C=C(C(=NC1)NC=1SC=C(N1)C)SC=1C=C(C(=O)N)C=CC1 (3-(5-Bromo-2-(4-methylthiazol-2-ylamino)pyridin-3-ylthio)benzamide), O=P(Cl)(Cl)Cl (POCl3), C(=O)(O)[O-].[Na+] (NaHCO3). The solvent is C(C)#N (acetonitrile). Run at temperature 70 celsius, time 4 hour. Product: BrC=1C=C(C(=NC1)NC=1SC=C(N1)C)SC=1C=C(C#N)C=CC1 (3-(5-Bromo-2-(4-methylthiazol-2-ylamino)pyridin-3-ylthio)benzonitrile). Isolated yield 33.6%. As a reaction SMILES: [Br:1][C:2]1[CH:3]=[C:4]([S:15][C:16]2[CH:17]=[C:18]([CH:22]=[CH:23][CH:24]=2)[C:19]([NH2:21])=O)[C:5]([NH:8][C:9]2[S:10][CH:11]=[C:12]([CH3:14])[N:13]=2)=[N:6][CH:7]=1.O=P(Cl)(Cl)Cl.C([O-])(O)=O.[Na+]>C(#N)C>[Br:1][C:2]1[CH:3]=[C:4]([S:15][C:16]2[CH:17]=[C:18]([CH:22]=[CH:23][CH:24]=2)[C:19]#[N:21])[C:5]([NH:8][C:9]2[S:10][CH:11]=[C:12]([CH3:14])[N:13]=2)=[N:6][CH:7]=1 |f:2.3|. Procedure details: 3-(5-Bromo-2-(4-methylthiazol-2-ylamino)pyridin-3-ylthio)benzamide (0.20 g, 0.48 mmol) was suspended in acetonitrile (4 mL). POCl3 (0.11 mL, 1.2 mmol) was added and the reaction stirred in a sealed tube at 70° C. for 4 hours. The solution was cooled and neutralized with saturated NaHCO3 solution. The material was extracted with EtOAc, dried, and concentrated. The crude material was triturated with ether/EtOAc and filtered. The solid was dried to give the title compound (0.065 g, 34%). 1H NMR (DM... The reactants are CCOC(C)=O, CC(=O)C=Cc1cccn1C. Yields the product CC(=O)CCc1cccn1C. Reaction SMILES: [CH3:12][CH2:13][O:14][C:15](=[O:16])[CH3:17].[CH3:1][n:2]1[c:3]([CH:7]=[CH:8][C:9]([CH3:10])=[O:11])[cH:4][cH:5][cH:6]1>>[CH3:1][n:2]1[c:3]([CH2:7][CH2:8][C:9]([CH3:10])=[O:11])[cH:4][cH:5][cH:6]1. The reactants are CC(C)([O-])C.[Na+] (sodium t-butoxide), FC1=C(C=CC(=C1)F)C1=NC=CC(=C1)Cl (2-(2,4-difluorophenyl)-4-chloropyridine), N1C=CC2=CC=CC=C12 (indole), C1(=CC=CC=C1)C (toluene), N1C=CC2=CC=CC=C12 (indole). Reagents/catalysts: C(C)(=O)[O-].[Pd+2].C(C)(=O)[O-] (palladium acetate), C1(CCCCC1)P(C1=C(C=CC=C1)C1=CC=CC=C1)C1CCCCC1 (2-(dicyclohexylphosphino)biphenyl). The solvent is ClCCl (dichloromethane). Yields the product C1(=CC=CC=C1)C1=NC=CC=C1 (phenylpyridine). Yield: 126.0%. RXN SMILES: CC(C)([O-])C.[Na+].F[C:8]1[CH:13]=[C:12](F)[CH:11]=[CH:10][C:9]=1[C:15]1[CH:20]=[C:19](Cl)[CH:18]=[CH:17][N:16]=1.N1C2C(=CC=CC=2)C=C1.C1(C)C=CC=CC=1>ClCCl.C([O-])(=O)C.[Pd+2].C([O-])(=O)C.C1(P(C2CCCCC2)C2C=CC=CC=2C2C=CC=CC=2)CCCCC1>[C:9]1([C:15]2[CH:20]=[CH:19][CH:18]=[CH:17][N:16]=2)[CH:8]=[CH:13][CH:12]=[CH:11][CH:10]=1 |f:0.1,6.7.8|. Procedure: 44.9 mg (0.2 mmol) of palladium acetate, 70 mg (0.2 mmol) of 2-(dicyclohexylphosphino)biphenyl, 1.3455 grams (14 mmol) of sodium t-butoxide, 1.1281 grams (5 mmol) of 2-(2,4-difluorophenyl)-4-chloropyridine, and 0.7029 grams (6 mmol) of indole were mixed with 60 ml of toluene and refluxed for 48 hours. Next a double portion of the catalyst package and one more portion of indole was added to the mixture to reflux for 72 hours. The reaction contents were cooled to room temperature, diluted with dic... Starting materials: Cl (hydrochloric acid), C12CCNCC(CC3=C1C=CC=C3)C2 (2,3,4,5,6,7-hexahydro-1,6-methano-1H-4-benzazonine), C([O-])(O)=O.[Na+] (sodium bicarbonate), C(C=C)Br (allyl bromide). Solvent: CO (methanol), CCOCC (ether). Product: Cl.C(C=C)N1CC2CC3=C(C(CC1)C2)C=CC=C3 (4-allyl-2,3,4,5,6,7-hexahydro-1,6-methano-1H-4-benzazonine hydrochloride). RXN SMILES: [CH:1]12[CH2:14][CH:6]([CH2:7][C:8]3[CH:13]=[CH:12][CH:11]=[CH:10][C:9]=31)[CH2:5][NH:4][CH2:3][CH2:2]2.C(=O)(O)[O-].[Na+].[CH2:20](Br)[CH:21]=[CH2:22].[ClH:24]>CCOCC.CO>[ClH:24].[CH2:22]([N:4]1[CH2:3][CH2:2][CH:1]2[CH2:14][CH:6]([CH2:7][C:8]3[CH:13]=[CH:12][CH:11]=[CH:10][C:9]=32)[CH2:5]1)[CH:21]=[CH2:20] |f:1.2,7.8|. Procedure details: 1.87 g of 2,3,4,5,6,7-hexahydro-1,6-methano-1H-4-benzazonine, 1.25 g of sodium bicarbonate and 1.33 g of allyl bromide were added into 30 ml of methanol, and the mixture was refluxed for 5 hours and subjected to distillation under reduced pressure. The residue was dissolved in 15 ml of 10% hydrochloric acid. The solution was washed once with 5 ml of benzene, and the water layer was made alkaline with sodium hydroxide and extracted with ether. Ether was distilled from the ether extract and the re... The reactants are C(C)(C)(C)C1=CC=C(CN(C)CC2=CC(=CC=C2)OC2=CC=CC=C2)C=C1 (N-(4-tertiary-butylbenzyl)-N-methyl-3-phenoxybenzylamine), O(C1=CC=CC=C1)C=1C=C(C=CC1)C (m-phenoxytoluene), BrN1C(CCC1=O)=O (N-bromosuccinimide). Reagents/catalysts: C(C1=CC=CC=C1)(=O)OOC(C1=CC=CC=C1)=O (benzoyl peroxide). The solvent is C(Cl)(Cl)(Cl)Cl (carbon tetrachloride). The product is O(C1=CC=CC=C1)C=1C=C(CBr)C=CC1 (3-phenoxybenzyl bromide). As a reaction SMILES: C(C1C=CC(CN([CH2:12][C:13]2[CH:18]=[CH:17][CH:16]=[C:15]([O:19][C:20]3[CH:25]=[CH:24][CH:23]=[CH:22][CH:21]=3)[CH:14]=2)C)=CC=1)(C)(C)C.O(C1C=C(C)C=CC=1)C1C=CC=CC=1.[Br:42]N1C(=O)CCC1=O>C(Cl)(Cl)(Cl)Cl.C(OOC(=O)C1C=CC=CC=1)(=O)C1C=CC=CC=1>[O:19]([C:15]1[CH:14]=[C:13]([CH:18]=[CH:17][CH:16]=1)[CH2:12][Br:42])[C:20]1[CH:25]=[CH:24][CH:23]=[CH:22][CH:21]=1. Reported procedure: Following the process to be described below, Compound 1 was prepared. Namely, 10.16 g of m-phenoxytoluene, 9.82 g of N-bromosuccinimide and 0.15 g of benzoyl peroxide were weighed and added to 90 ml of carbon tetrachloride as a solvent. The resulting mixture was heated under reflux for 3 hours to conduct a reaction. The reaction mixture was allowed to cool down, the insoluble matter was filtered off, and the filtrate was then concentrated. The concentrate was purified by chromatography on a sili... Reactants: [Li]CCCC, CCOC(=O)Cc1ccc2c(c1)OCO2, CCCCCC, CCN(C(C)C)C(C)C, O=CC1CCCCC1, C1CCOC1. Product: CCOC(=O)C(c1ccc2c(c1)OCO2)C(O)C1CCCCC1. Reaction SMILES: [CH2:10]([Li:11])[CH2:12][CH2:13][CH3:14].[CH2:15]1[O:16][c:17]2[cH:18][c:19]([CH2:24][C:25](=[O:26])[O:27][CH2:28][CH3:29])[cH:20][cH:21][c:22]2[O:23]1.[CH3:43][CH2:44][CH2:45][CH2:46][CH2:47][CH3:48].[CH:1]([N:2]([CH:3]([CH3:4])[CH3:5])[CH2:6][CH3:7])([CH3:8])[CH3:9].[CH:30]1([CH:36]=[O:37])[CH2:31][CH2:32][CH2:33][CH2:34][CH2:35]1.[O:38]1[CH2:39][CH2:40][CH2:41][CH2:42]1>>[CH2:15]1[O:16][c:17]2[cH:18][c:19]([CH:24]([C:25](=[O:26])[O:27][CH2:28][CH3:29])[CH:36]([CH:30]3[CH2:31][CH2:32][CH2:33][CH2:34][CH2:35]3)[OH:37])[cH:20][cH:21][c:22]2[O:23]1. Starting materials: C(C1=CC=CC=C1)OC(=O)N1CC2=CC(=CC=C2CC1)OCC1(CCN(CC1)C(=O)OC(C)(C)C)C(=O)OCC (7-(1-tert-butoxycarbonyl-4-ethoxycarbonylpiperidin-4-ylmethoxy)-1,2,3,4-tetrahydroisoquinoline-2-carboxylic acid benzyl ester), FC(C(=O)O)(F)F (trifluoroacetic acid). The solvent is C(Cl)(Cl)Cl (chloroform). Reaction conditions: time 1 hour. Product: C(C1=CC=CC=C1)OC(=O)N1CC2=CC(=CC=C2CC1)OCC1(CCNCC1)C(=O)OCC (7-(4-Ethoxycarbonylpiperidin-4-ylmethoxy)-1,2,3,4-tetrahydroisoquinoline-2-carboxylic Acid Benzyl Ester). Yield: 99.9%. Reaction SMILES: [CH2:1]([O:8][C:9]([N:11]1[CH2:20][CH2:19][C:18]2[C:13](=[CH:14][C:15]([O:21][CH2:22][C:23]3([C:36]([O:38][CH2:39][CH3:40])=[O:37])[CH2:28][CH2:27][N:26](C(OC(C)(C)C)=O)[CH2:25][CH2:24]3)=[CH:16][CH:17]=2)[CH2:12]1)=[O:10])[C:2]1[CH:7]=[CH:6][CH:5]=[CH:4][CH:3]=1.FC(F)(F)C(O)=O>C(Cl)(Cl)Cl>[CH2:1]([O:8][C:9]([N:11]1[CH2:20][CH2:19][C:18]2[C:13](=[CH:14][C:15]([O:21][CH2:22][C:23]3([C:36]([O:38][CH2:39][CH3:40])=[O:37])[CH2:24][CH2:25][NH:26][CH2:27][CH2:28]3)=[CH:16][CH:17]=2)[CH2:12]1)=[O:10])[C:2]1[CH:3]=[CH:4][CH:5]=[CH:6][CH:7]=1. Procedure details: To a solution of 7-(1-tert-butoxycarbonyl-4-ethoxycarbonylpiperidin-4-ylmethoxy)-1,2,3,4-tetrahydroisoquinoline-2-carboxylic acid benzyl ester (165 mg) in chloroform (1.5 ml) was added dropwise trifluoroacetic acid (0.5 ml), and the mixture was stirred at room temperature for 1 hour. The solvent was evaporated and aqueous sodium hydrogencarbonate solution was added to the obtained residue. The mixture was extracted with ethyl acetate and the organic layer was dried over anhydrous sodium sulfate....